Dataset: the Open Reaction Database (ORD), a public repository of structured organic reaction records. Task: describe an organic reaction: reactants, conditions, products, and yield The reactants are [N+](=O)([O-])C=1C=C(N)C=C(C1)[N+](=O)[O-] (3,5-dinitroaniline), C(C)(=O)C=1C(OC(=C(C1O)C(C)=O)O)=O (3,5-diacetyl-4,6-dihydroxy-2H-pyran-2-one). Solvent: CO (methanol). Product: C(C)(=O)C1=C(C(C(OC1=O)=O)=C(C)NC1=CC(=CC(=C1)[N+](=O)[O-])[N+](=O)[O-])O (5-acetyl-4-hydroxy-3-[1-(3,5-dinitrophenylamino)ethylidene]-2H-pyran-2,6(3H)-dione). Reaction SMILES: [N+:1]([C:4]1[CH:5]=[C:6]([CH:8]=[C:9]([N+:11]([O-:13])=[O:12])[CH:10]=1)[NH2:7])([O-:3])=[O:2].[C:14]([C:17]1[C:18](=[O:28])[O:19][C:20]([OH:27])=[C:21]([C:24](=O)[CH3:25])[C:22]=1[OH:23])(=[O:16])[CH3:15]>CO>[C:14]([C:17]1[C:18](=[O:28])[O:19][C:20](=[O:27])[C:21](=[C:24]([NH:7][C:6]2[CH:5]=[C:4]([N+:1]([O-:3])=[O:2])[CH:10]=[C:9]([N+:11]([O-:13])=[O:12])[CH:8]=2)[CH3:25])[C:22]=1[OH:23])(=[O:16])[CH3:15]. Procedure: Following the procedures of Example 4, an equimolar mixture of 3,5-dinitroaniline and 3,5-diacetyl-4,6-dihydroxy-2H-pyran-2-one in methanol was reacted to give 5-acetyl-4-hydroxy-3-[1-(3,5-dinitrophenylamino)ethylidene]-2H-pyran-2,6(3H)-dione. A solution of the latter (3.0 g., 0.008 mol) in 30 ml. of dimethylformamide was hydrogenated over 200 mg. of 10% palladium-on-carbon at 50 psi. When absorption stopped the catalyst was filtered and the filtrate poured into 200 ml. of ice-water. The resulti... Starting materials: N1C=C(C2=CC=CC=C12)C1CCN(CC1)CC=1N=C(SC1)NC(C=C)=O (4-[4-(3-indolyl)piperidinomethyl]-2-acryloylaminothiazole), N1CCOCC1 (morpholine). Conditions: temperature 105 celsius. Product: N1C=C(C2=CC=CC=C12)C1CCN(CC1)CC=1N=C(SC1)NC(CCN1CCOCC1)=O (4-[4-(3-indolyl)piperidinomethyl]2-(3-morpholinopropionylamino)thiazole). Reaction SMILES: [NH:1]1[C:9]2[C:4](=[CH:5][CH:6]=[CH:7][CH:8]=2)[C:3]([CH:10]2[CH2:15][CH2:14][N:13]([CH2:16][C:17]3[N:18]=[C:19]([NH:22][C:23](=[O:26])[CH:24]=[CH2:25])[S:20][CH:21]=3)[CH2:12][CH2:11]2)=[CH:2]1.[NH:27]1[CH2:32][CH2:31][O:30][CH2:29][CH2:28]1>>[NH:1]1[C:9]2[C:4](=[CH:5][CH:6]=[CH:7][CH:8]=2)[C:3]([CH:10]2[CH2:15][CH2:14][N:13]([CH2:16][C:17]3[N:18]=[C:19]([NH:22][C:23](=[O:26])[CH2:24][CH2:25][N:27]4[CH2:32][CH2:31][O:30][CH2:29][CH2:28]4)[S:20][CH:21]=3)[CH2:12][CH2:11]2)=[CH:2]1. Procedure: A mixture of 4-[4-(3-indolyl)piperidinomethyl]-2-acryloylaminothiazole (360 mg) and morpholine (870 mg) was heated at 105° C. After the reaction finished, excess morpholine was distilled off, and the residue was purified by column chromatography on silica gel eluting with a mixture of chloroform and methanol (20:1 V/V) to give 4-[4-(3-indolyl)piperidinomethyl]2-(3-morpholinopropionylamino)thiazole, which was treated with an ethanol solution of hydrogen chloride to give dihydrochloride thereof. The reactants are CNC(NC1=CC=C(CC2=NC=CC=C2)C=C1)=S (2-[4-(3-methylthioureido)benzyl]pyridine), BrBr (bromine), resultant solution, C([O-])([O-])=O.[K+].[K+] (potassium carbonate), Cl (hydrochloric acid). The solvent is C(Cl)(Cl)Cl (chloroform), C(Cl)(Cl)Cl (chloroform), O1CCCC1 (tetrahydrofuran), C(C)(=O)OCC (ethyl acetate). Product: N1=C(C=CC=C1)CC1=CC2=C(N=C(S2)NC)C=C1 (6-[(2-pyridyl)methyl]-2-methylaminobenzothiazole). The yield is 12.1%. Reaction SMILES: [CH3:1][NH:2][C:3](=[S:18])[NH:4][C:5]1[CH:17]=[CH:16][C:8]([CH2:9][C:10]2[CH:15]=[CH:14][CH:13]=[CH:12][N:11]=2)=[CH:7][CH:6]=1.BrBr.Cl.C(=O)([O-])[O-].[K+].[K+]>C(Cl)(Cl)Cl.O1CCCC1.C(OCC)(=O)C>[N:11]1[CH:12]=[CH:13][CH:14]=[CH:15][C:10]=1[CH2:9][C:8]1[CH:16]=[CH:17][C:5]2[N:4]=[C:3]([NH:2][CH3:1])[S:18][C:6]=2[CH:7]=1 |f:3.4.5|. Reported procedure: To a solution of 2-[4-(3-methylthioureido)benzyl]pyridine (4.0 g) in chloroform (80 ml) was dropwise added the solution of bromine (0.9 ml) in chloroform (5 ml) at ambient temperature and the mixture was heated under reflux for 2.5 hours. The reaction mixture was added to 10% hydrochloric acid (60 ml) and the mixture was heated under reflux for 20 minutes. To the separated aqeuous layer was added a solution of ethyl acetate and tetrahydrofuran and the resultant solution was adjusted to pH 8 with... Reactants: Nc1scc(Br)c1-c1ncn[nH]1, O=C(O)Cc1cccc2nccn12. The product is O=C(Cc1cccc2nccn12)Nc1scc(Br)c1-c1ncn[nH]1. RXN SMILES: [Br:14][c:15]1[c:16](-[c:21]2[n:22][cH:23][n:24][nH:25]2)[c:17]([NH2:20])[s:18][cH:19]1.[n:1]1[cH:2][cH:3][n:4]2[c:5]1[cH:6][cH:7][cH:8][c:9]2[CH2:10][C:11](=[O:12])[OH:13]>>[n:1]1[cH:2][cH:3][n:4]2[c:5]1[cH:6][cH:7][cH:8][c:9]2[CH2:10][C:11](=[O:13])[NH:20][c:17]1[c:16](-[c:21]2[n:22][cH:23][n:24][nH:25]2)[c:15]([Br:14])[cH:19][s:18]1. Reactants: CCO, [Cl-], Cl, I, NN, CSC(=N)N(C)C1CCC(N)CC1, O, O. Yields the product CN(C(=N)NN)C1CCC(N)CC1. As a reaction SMILES: [CH3:19][CH2:20][OH:21].[Cl-:22].[ClH:14].[IH:15].[NH2:17][NH2:18].[NH2:1][CH:2]1[CH2:3][CH2:4][CH:5]([N:8]([C:9]([S:10][CH3:11])=[NH:12])[CH3:13])[CH2:6][CH2:7]1.[OH2:16].[OH2:23]>>[NH2:1][CH:2]1[CH2:3][CH2:4][CH:5]([N:8]([C:9](=[NH:12])[NH:18][NH2:17])[CH3:13])[CH2:6][CH2:7]1. Reactants: FC1=C(C=O)C=CC(=C1)F (2,4-difluorobenzaldehyde), CC(COCOC)(C)[N+](=O)[O-] (2-methyl-2-nitro-1-(methoxymethoxy)propane), C(C)(=O)O (Acetic acid). Reagents/catalysts: [Zn] (zinc). Solvent: ice water, C(C)O (ethanol). Reaction conditions: time 19 hour. Yields the product FC1=C(C=CC(=C1)F)C=[N+]([O-])C(COCOC)(C)C (α-(2,4-diflurophenyl)-N-[dimethyl(methoxymethoxymethyl)methyl]nitrone). The yield is 64.3%. RXN SMILES: [F:1][C:2]1[CH:9]=[C:8]([F:10])[CH:7]=[CH:6][C:3]=1[CH:4]=O.[CH3:11][C:12]([N+:19]([O-])=[O:20])([CH3:18])[CH2:13][O:14][CH2:15][O:16][CH3:17].C(O)(=O)C>C(O)C.[Zn]>[F:1][C:2]1[CH:9]=[C:8]([F:10])[CH:7]=[CH:6][C:3]=1[CH:4]=[N+:19]([C:12]([CH3:18])([CH3:11])[CH2:13][O:14][CH2:15][O:16][CH3:17])[O-:20]. Procedure: A suspension of 2,4-difluorobenzaldehyde (293.3 mg, 2.06 mmol), 2-methyl-2-nitro-1-(methoxymethoxy)propane (382.7 mg, 2.35 mmol) and zinc (266 mg, 4.07 mmol) in ethanol (5 ml) was cooled to 0° C. in ice-water bath. Acetic acid (0.46 ml, 8.0 mmol) was added dropwise to the mixture. The mixture was gradually warmed to room temperature and stirred for 19 hours. The mixture was filtered through Celite® bed and the filtrate was concentrated and purified by silica gel chromatography (hexane/ethyl acet... Starting materials: CC1=CC=C(C=N1)N (6-methyl-pyridin-3-ylamine), C(C1=CC=CC=C1)(=O)C(=O)Cl (benzoylformic acid chloride). Product: CC1=CC=C(C=N1)NC(C(C1=CC=CC=C1)=O)=O (N-(6-methyl-pyridin-3-yl)-2-oxo-2-phenyl-acetamide). RXN SMILES: [CH3:1][C:2]1[N:7]=[CH:6][C:5]([NH2:8])=[CH:4][CH:3]=1.[C:9]([C:17](Cl)=[O:18])(=[O:16])[C:10]1[CH:15]=[CH:14][CH:13]=[CH:12][CH:11]=1>>[CH3:1][C:2]1[N:7]=[CH:6][C:5]([NH:8][C:17](=[O:18])[C:9](=[O:16])[C:10]2[CH:15]=[CH:14][CH:13]=[CH:12][CH:11]=2)=[CH:4][CH:3]=1. Reported procedure: In analogy to the procedure described for the synthesis example 41 (step 1), the title compound N-(6-methyl-pyridin-3-yl)-2-oxo-2-phenyl-acetamide (MS m/e: 241.2 [M+H]+) was prepared from 6-methyl-pyridin-3-ylamine and benzoylformic acid chloride. Starting materials: C1(CCCCCC1)=NO (cycloheptanone oxime), ClC1=CC(=C(C=C1)C1CCN(CC1)CCCC(=O)OCC)F (ethyl 4-(4-(4-chloro-2-fluorophenyl)piperidin-1-yl)-n-butyrate). The product is ClC1=CC(=C(C=C1)C1CCN(CC1)CCCC1=C2C(=NO1)CCCCC2)F (3-(3-(4-(4-chloro-2-fluorophenyl)piperidin-1-yl)propyl)-5,6,7,8-tetrahydro-4H-cyclohepta[c]isoxazole). As a reaction SMILES: [C:1]1(=[N:8][OH:9])[CH2:7][CH2:6][CH2:5][CH2:4][CH2:3][CH2:2]1.[Cl:10][C:11]1[CH:16]=[CH:15][C:14]([CH:17]2[CH2:22][CH2:21][N:20]([CH2:23][CH2:24][CH2:25][C:26](OCC)=O)[CH2:19][CH2:18]2)=[C:13]([F:31])[CH:12]=1>>[Cl:10][C:11]1[CH:16]=[CH:15][C:14]([CH:17]2[CH2:18][CH2:19][N:20]([CH2:23][CH2:24][CH2:25][C:26]3[O:9][N:8]=[C:1]4[CH2:7][CH2:6][CH2:5][CH2:4][CH2:3][C:2]=34)[CH2:21][CH2:22]2)=[C:13]([F:31])[CH:12]=1. Procedure details: By the same reaction and treatment as in Example 48 using cycloheptanone oxime and ethyl 4-(4-(4-chloro-2-fluorophenyl)piperidin-1-yl)-n-butyrate, 3-(3-(4-(4-chloro-2-fluorophenyl)piperidin-1-yl)propyl)-5,6,7,8-tetrahydro-4H-cyclohepta[c]isoxazole is obtained. The product is CC(C)n1ncnc1-c1cn2c(n1)-c1ccc(C3=NC(C)(C)CO3)cc1OCC2. Reaction SMILES: [CH2:35]([Cl:36])[Cl:37].[CH2:47]1[O:48][CH2:49][CH2:50][CH2:51]1.[CH:9]([CH3:10])([CH3:11])[n:12]1[n:13][cH:14][n:15][c:16]1-[c:17]1[n:18][c:19]2[n:20]([cH:34]1)[CH2:21][CH2:22][O:23][c:24]1[c:25]-2[cH:26][cH:27][c:28]([C:30]([O:31][CH3:32])=[O:33])[cH:29]1.[H-:8].[NH2:1][C:2]([CH2:3][OH:4])([CH3:5])[CH3:6].[Na+:7].[O:42]1[CH2:43][CH2:44][CH2:45][CH2:46]1.[O:52]=[CH:53][N:54]([CH3:55])[CH3:56].[S:38]([Cl:39])([Cl:40])=[O:41]>>[N:1]1=[C:30]([c:28]2[cH:27][cH:26][c:25]3[c:24]([cH:29]2)[O:23][CH2:22][CH2:21][n:20]2[c:19]-3[n:18][c:17](-[c:16]3[n:12]([CH:9]([CH3:10])[CH3:11])[n:13][cH:14][n:15]3)[cH:34]2)[O:4][CH2:3][C:2]1([CH3:5])[CH3:6]. Reactants: ClCCl, C1CCOC1, COC(=O)c1ccc2c(c1)OCCn1cc(-c3ncnn3C(C)C)nc1-2, [H-], CC(C)(N)CO, [Na+], C1CCOC1, CN(C)C=O, O=S(Cl)Cl.